This data is from the Open Reaction Database (ORD), a public repository of structured organic reaction records. The task is: describe an organic reaction: reactants, conditions, products, and yield The reactants are BrCC(C(C)(C)C)=O (1-bromo-3,3-dimethyl-2-butanone), C(C1=CC=CC=C1)=NN1C(=NC=C1)C1=CC=C(C=C1)OC (1-(benzylideneamino)-2-(p-methoxyphenyl)imidazole). The solvent is C(C)#N (acetonitrile). Conditions: time 24 hour. The product is [Br-].C(C1=CC=CC=C1)=N[N+]1=C(N(C=C1)CC(C(C)(C)C)=O)C1=CC=C(C=C1)OC (1-(benzylideneamino)-2-(p-methoxyphenyl)-3-(pivaloylmethyl)imidazolium bromide). RXN SMILES: [Br:1][CH2:2][C:3](=[O:8])[C:4]([CH3:7])([CH3:6])[CH3:5].[CH:9](=[N:16][N:17]1[CH:21]=[CH:20][N:19]=[C:18]1[C:22]1[CH:27]=[CH:26][C:25]([O:28][CH3:29])=[CH:24][CH:23]=1)[C:10]1[CH:15]=[CH:14][CH:13]=[CH:12][CH:11]=1>C(#N)C>[Br-:1].[CH:9](=[N:16][N+:17]1[CH:21]=[CH:20][N:19]([CH2:2][C:3](=[O:8])[C:4]([CH3:7])([CH3:6])[CH3:5])[C:18]=1[C:22]1[CH:23]=[CH:24][C:25]([O:28][CH3:29])=[CH:26][CH:27]=1)[C:10]1[CH:15]=[CH:14][CH:13]=[CH:12][CH:11]=1 |f:3.4|. Procedure details: 3.73 g of 1-bromo-3,3-dimethyl-2-butanone are added to a solution of 4.6 g of 1-(benzylideneamino)-2-(p-methoxyphenyl)imidazole in 250 ml of absolute acetonitrile. After stirring at 60° for 24 hours, the solution is evaporated and the residue is crystallized from ethanol/ether. There is obtained 1-(benzylideneamino)-2-(p-methoxyphenyl)-3-(pivaloylmethyl)imidazolium bromide of melting point 244°. The reactants are CN(C(C)(C)C1CN(CC1)CC1=CC=CC=C1)C (N,N-Dimethyl-2-[1-(phenylmethyl)-3-pyrrolidinyl]-2-propanamine), Cl (HCl). Solvent: CO (MeOH). Product: Cl.CN(C(C)(C)C1CNCC1)C (N,N-dimethyl-2-(3-pyrrolidinyl)-2-propanamine hydrochloride). Yield: 76.3%. Reaction SMILES: [CH3:1][N:2]([CH3:18])[C:3]([CH:6]1[CH2:10][CH2:9][N:8](CC2C=CC=CC=2)[CH2:7]1)([CH3:5])[CH3:4].[ClH:19]>CO>[ClH:19].[CH3:18][N:2]([CH3:1])[C:3]([CH:6]1[CH2:10][CH2:9][NH:8][CH2:7]1)([CH3:5])[CH3:4] |f:3.4|. Procedure details: N,N-Dimethyl-2-[1-(phenylmethyl)-3-pyrrolidinyl]-2-propanamine (2.089 g, 8.47 mmol) was dissolved in a mixture of MeOH (50 mL) and 1N HCl (18.65 mL, 18.65 mmol), degassed and placed under argon. 10% Pd/C (625 mg) was added, and the contents were thoroughly degassed and placed under a hydrogen balloon for 2 h. The contents were then degassed, and the Pd/C was removed by filtration through a fiberglass filter, washing with MeOH. The filtrate was concentrated in vacuo to provide pure N,N-dimethyl-2... Reactants: Nc1cc(Br)ccn1, ClC(Cl)Cl, CCN=C=O. Yields the product CCNC(=O)Nc1cc(Br)ccn1. Reaction SMILES: [Br:1][c:2]1[cH:3][c:4]([NH2:8])[n:5][cH:6][cH:7]1.[CH:14]([Cl:15])([Cl:16])[Cl:17].[N:9](=[C:10]=[O:11])[CH2:12][CH3:13]>>[Br:1][c:2]1[cH:3][c:4]([NH:8][C:10]([NH:9][CH2:12][CH3:13])=[O:11])[n:5][cH:6][cH:7]1. Reactants: O (water), CC(C)([O-])C.[K+] (potassium t-butoxide), [Cl-].COC[P+](C1=CC=CC=C1)(C1=CC=CC=C1)C1=CC=CC=C1 (methoxymethyltriphenylphosphonium chloride), C(CCCCCC)[Si]1(CCC(CC1)=O)C1=CC=CC=C1 (4-n-heptyl-4-phenyl-4-silacyclohexanone). Solvent: C1CCOC1 (THF), C1CCOC1 (THF). Conditions: time 2 hour. Product: C(CCCCCC)[Si]1(CCC(CC1)C=O)C1=CC=CC=C1 (4-n-heptyl-4-phenyl-4-silacyclohexane carbaldehyde). RXN SMILES: C[C:2](C)([O-:4])C.[K+].[Cl-].COC[P+](C1C=CC=CC=1)(C1C=CC=CC=1)C1C=CC=CC=1.[CH2:30]([Si:37]1([C:44]2[CH:49]=[CH:48][CH:47]=[CH:46][CH:45]=2)[CH2:42][CH2:41][C:40](=O)[CH2:39][CH2:38]1)[CH2:31][CH2:32][CH2:33][CH2:34][CH2:35][CH3:36].O>C1COCC1>[CH2:30]([Si:37]1([C:44]2[CH:49]=[CH:48][CH:47]=[CH:46][CH:45]=2)[CH2:42][CH2:41][CH:40]([CH:2]=[O:4])[CH2:39][CH2:38]1)[CH2:31][CH2:32][CH2:33][CH2:34][CH2:35][CH3:36] |f:0.1,2.3|. Procedure: 12 g of potassium t-butoxide was added to a mixture of 35 g of methoxymethyltriphenylphosphonium chloride and 200 ml of THF to prepare an orange ylide solution. A solution of 28 g of 4-n-heptyl-4-phenyl-4-silacyclohexanone in 50 ml of THF was added to the solution. After agitation for 2 hours at room temperature, the mixture was poured into iced water and extracted with methylene chloride. The extract was washed, dried and concentrated by a usual manner. n-Hexane was added to the resultant conce...